This data is from the Open Reaction Database (ORD), a public repository of structured organic reaction records. The task is: describe an organic reaction: reactants, conditions, products, and yield The reactants are Cl.Cl.ClC1=CC=C(C=C1)C=1C=2C3C(NC2C=CC1)CCNCC3 (10-(4-chlorophenyl)-1,2,3,4,5,5a,6,10b-octahydroazepino[4,5-b]indole dihydrochloride), ClC1=C(OCCCC=2C=3C4=C(NC3C=CC2)CCNCC4)C=CC=C1 (10-[3-(2-chlorophenoxy)propyl]-1,2,3,4, 5,6-hexahydroazepino[4,5-b]indole). The product is ClC1=C(OCCCC=2C=3[C@H]4[C@@H](NC3C=CC2)CCNCC4)C=CC=C1 ((5aS*,10bS*)-10-[3-(2-chlorophenoxy)propyl]-1,2,3,4,5,5a,6,10b-octahydroazepino[4,5-b]indole). Reaction SMILES: Cl.Cl.ClC1C=CC(C2C3C4CCNCCC4NC=3C=CC=2)=CC=1.[Cl:24][C:25]1[CH:48]=[CH:47][CH:46]=[CH:45][C:26]=1[O:27][CH2:28][CH2:29][CH2:30][C:31]1[C:32]2[C:33]3[CH2:44][CH2:43][NH:42][CH2:41][CH2:40][C:34]=3[NH:35][C:36]=2[CH:37]=[CH:38][CH:39]=1>>[Cl:24][C:25]1[CH:48]=[CH:47][CH:46]=[CH:45][C:26]=1[O:27][CH2:28][CH2:29][CH2:30][C:31]1[C:32]2[C@@H:33]3[CH2:44][CH2:43][NH:42][CH2:41][CH2:40][C@@H:34]3[NH:35][C:36]=2[CH:37]=[CH:38][CH:39]=1 |f:0.1.2|. Procedure details: Following the procedure for the preparation of 10-(4-chlorophenyl)-1,2,3,4,5,5a,6,10b-octahydroazepino[4,5-b]indole dihydrochloride, making non-critical variations, starting from 10-[3-(2-chlorophenoxy)propyl]-1,2,3,4, 5,6-hexahydroazepino[4,5-b]indole the title compound was prepared: 1H NMR (CDCl3) δ 1.99-2.20, 2.27, 2.78, 2.93-3.05, 3.51, 4.11, 6.48, 6.62, 6.92, 7.03, 7.19, 7.38, 7.40. HRMS (FAB) calcd for C21H25ClN2O1 (MH+) 357.1733, found 357.1749. Starting materials: TEA, COC1=NC=2N(C(=C1)N1CCNCC1)N=CC2 (5-Methoxy-7-piperazin-1-yl-pyrazolo[1,5-a]pyrimidine), C(\C=C\CC)(=O)Cl ((E)-pent-2-enoyl chloride). The solvent is ClCCl (dichloromethane), ClCCl (dichloromethane). Run at time 10 minute. Yields the product COC1=NC=2N(C(=C1)N1CCN(CC1)C(\C=C\CC)=O)N=CC2 ((E)-1-[4-(5-methoxypyrazolo[1,5-a]pyrimidin-7-yl)piperazin-1-yl]pent-2-en-1-one). Isolated yield 50.0%. Reaction SMILES: [CH3:1][O:2][C:3]1[CH:8]=[C:7]([N:9]2[CH2:14][CH2:13][NH:12][CH2:11][CH2:10]2)[N:6]2[N:15]=[CH:16][CH:17]=[C:5]2[N:4]=1.[C:18](Cl)(=[O:23])/[CH:19]=[CH:20]/[CH2:21][CH3:22]>ClCCl>[CH3:1][O:2][C:3]1[CH:8]=[C:7]([N:9]2[CH2:10][CH2:11][N:12]([C:18](=[O:23])/[CH:19]=[CH:20]/[CH2:21][CH3:22])[CH2:13][CH2:14]2)[N:6]2[N:15]=[CH:16][CH:17]=[C:5]2[N:4]=1. Procedure details: 5-Methoxy-7-piperazin-1-yl-pyrazolo[1,5-a]pyrimidine (23.3 mg, 0.1 mmol) was dissolved in anhydrous dichloromethane (1 ml), TEA (17.4 μl, 1.25 mmol) followed by (E)-pent-2-enoyl chloride (14.8 mg, 0.125 mmol) were added, the mixture was shaken for 10 minutes, diluted with dichloromethane, washed with 10% sodium bicarbonate solution, water and the organic phase was evaporated to dryness under reduced pressure. The residue was purified by preparative HPLC (gradient of water containing 0.1% NH3 and... Reactants: CC(C)C[AlH]CC(C)C (DIBAL), C1CCOC1 (THF), C(C)(C)(C)OC(=O)N1C(C=2N(CC1)C(=NC2C=O)CC)CCC2=CC=C(C=C2)C(F)(F)F (3-ethyl-1-formyl-8-[2-(4-trifluoromethyl-phenyl)-ethyl]-5,6-dihydro-8H-imidazo[1,5-a]pyrazine-7-carboxylic acid tert-butyl ester). Run in C1(=CC=CC=C1)C (toluene). Conditions: temperature -78 celsius, time 10 minute. Yields the product C(C)(C)(C)OC(=O)N1C(C=2N(CC1)C(=NC2CO)CC)CCC2=CC=C(C=C2)C(F)(F)F (3-ethyl-1-hydroxymethyl-8-[2-(4-trifluoromethyl-phenyl)-ethyl]-5,6-dihydro-8H-imidazo[1,5-a]pyrazine-7-carboxylic acid tert-butyl ester). Yield: 79.5%. As a reaction SMILES: [C:1]([O:5][C:6]([N:8]1[CH2:13][CH2:12][N:11]2[C:14]([CH2:19][CH3:20])=[N:15][C:16]([CH:17]=[O:18])=[C:10]2[CH:9]1[CH2:21][CH2:22][C:23]1[CH:28]=[CH:27][C:26]([C:29]([F:32])([F:31])[F:30])=[CH:25][CH:24]=1)=[O:7])([CH3:4])([CH3:3])[CH3:2].CC(C[AlH]CC(C)C)C.C1COCC1>C1(C)C=CC=CC=1>[C:1]([O:5][C:6]([N:8]1[CH2:13][CH2:12][N:11]2[C:14]([CH2:19][CH3:20])=[N:15][C:16]([CH2:17][OH:18])=[C:10]2[CH:9]1[CH2:21][CH2:22][C:23]1[CH:24]=[CH:25][C:26]([C:29]([F:30])([F:32])[F:31])=[CH:27][CH:28]=1)=[O:7])([CH3:2])([CH3:3])[CH3:4]. Reported procedure: To a cooled (−78° C.) colorless solution of 3-ethyl-1-formyl-8-[2-(4-trifluoromethyl-phenyl)-ethyl]-5,6-dihydro-8H-imidazo[1,5-a]pyrazine-7-carboxylic acid tert-butyl ester (19.9 mg; 0.044 mmol) in anhydrous toluene (2 ml) was added dropwise 1M DIBAL in THF (88 μl; 2 eq.). The resulting yellow homogeneous solution was further stirred at −78° C. for 10 min., and then at rt for 1 h. The resulting crude mixture was purified by preparative HPLC to give the pure product 3-ethyl-1-hydroxymethyl-8-[2-(... Reactants: O=C([O-])[O-], C=CCBr, CC(C)=O, [K+], [K+], COC(=O)c1cc2cc(O)ccc2o1. Yields the product C=CCOc1ccc2oc(C(=O)OC)cc2c1. As a reaction SMILES: [C:15](=[O:16])([O-:17])[O-:18].[CH2:21]([CH:22]=[CH2:23])[Br:24].[CH3:25][C:26](=[O:27])[CH3:28].[K+:19].[K+:20].[OH:1][c:2]1[cH:3][cH:4][c:5]2[c:6]([cH:7][c:8]([C:10](=[O:11])[O:12][CH3:13])[o:9]2)[cH:14]1>>[O:1]([c:2]1[cH:3][cH:4][c:5]2[c:6]([cH:7][c:8]([C:10](=[O:11])[O:12][CH3:13])[o:9]2)[cH:14]1)[CH2:23][CH:22]=[CH2:21]. Starting materials: C(CC)N (n-propylamine), ClC=CCCl (1,3-dichloropropene), C1(=CC=CC=C1)P(C1=CC=CC=C1)C1=CC=CC=C1 (triphenylphosphine), C(C)(C)(C)C#C (tert-butylacetylene). The reagents and catalysts are [Cu]I (copper (I) iodide), [Pd](Cl)Cl (palladium chloride). Solvent: O1CCCC1 (tetrahydrofuran). Reaction conditions: time 2 hour. The product is Cl.CC(C#C/C=C/CNCCC)(C)C ((E)-N-(6,6-Dimethyl-2-hepten-4-ynyl)propylamine hydrochloride). Yield: 59.0%. As a reaction SMILES: [CH2:1]([NH2:4])[CH2:2][CH3:3].[Cl:5][CH:6]=[CH:7][CH2:8]Cl.C1(P(C2C=CC=CC=2)C2C=CC=CC=2)C=CC=CC=1.[C:29]([C:33]#[CH:34])([CH3:32])([CH3:31])[CH3:30]>O1CCCC1.[Cu]I.[Pd](Cl)Cl>[ClH:5].[CH3:30][C:29]([CH3:32])([CH3:31])[C:33]#[C:34]/[CH:3]=[CH:2]/[CH2:1][NH:4][CH2:6][CH2:7][CH3:8] |f:7.8|. Reported procedure: To a solution of 100 ml (1.21 mol) of n-propylamine in 170 ml of tetrahydrofuran was added 18.2 ml (0.198 mol) of 1,3-dichloropropene (E/Z=9/1) under ice cooling. The solution was stirred for 2 hours, and 1.90 g (0.01 mol) of copper (I) iodide, 709 mg (4.0 mmol) of palladium chloride, 2.10 g (8.0 mmol) of triphenylphosphine and 29.3 ml (0.238 mol) of tert-butylacetylene were added to the solution under ice cooling. The mixture was stirred for 20 hours at room temperature, and extracted with a mi...